Dataset: the Open Reaction Database (ORD), a public repository of structured organic reaction records. Task: describe an organic reaction: reactants, conditions, products, and yield The reactants are C1(=CC=C(C=C1)C1(CCNCC1)O)C (4-p-tolyl-piperidin-4-ol), ClCCNC(=O)NC1=CC(=NC2=CC=CC=C12)C (1-(2-chloro-ethyl)-3-(2-methyl-quinolin-4-yl)-urea), C(=O)(O)[O-].[Na+] (NaHCO3), N[C@@H](CC1=CC=C2C=CC=CC2=C1)C(=O)O (Nal). Run in C1CCOC1 (THF). Conditions: temperature 70 celsius, time 6 day. Product: OC1(CCN(CC1)CCNC(=O)NC1=CC(=NC2=CC=CC=C12)C)C1=CC=C(C=C1)C (1-[2-(4-Hydroxy-4-p-tolyl-piperidin-1-yl)-ethyl]-3-(2-methyl-quinolin-4-yl)-urea). RXN SMILES: [C:1]1([CH3:14])[CH:6]=[CH:5][C:4]([C:7]2([OH:13])[CH2:12][CH2:11][NH:10][CH2:9][CH2:8]2)=[CH:3][CH:2]=1.Cl[CH2:16][CH2:17][NH:18][C:19]([NH:21][C:22]1[C:31]2[C:26](=[CH:27][CH:28]=[CH:29][CH:30]=2)[N:25]=[C:24]([CH3:32])[CH:23]=1)=[O:20].C([O-])(O)=O.[Na+].N[C@H](C(O)=O)CC1C=C2C(C=CC=C2)=CC=1>C1COCC1>[OH:13][C:7]1([C:4]2[CH:3]=[CH:2][C:1]([CH3:14])=[CH:6][CH:5]=2)[CH2:8][CH2:9][N:10]([CH2:16][CH2:17][NH:18][C:19]([NH:21][C:22]2[C:31]3[C:26](=[CH:27][CH:28]=[CH:29][CH:30]=3)[N:25]=[C:24]([CH3:32])[CH:23]=2)=[O:20])[CH2:11][CH2:12]1 |f:2.3|. Procedure: To a solution of 4-p-tolyl-piperidin-4-ol (0.03 mmol) in dry THF (1 mL) is added 1-(2-chloro-ethyl)-3-(2-methyl-quinolin-4-yl)-urea (0.03 mmol), solid NaHCO3 (2.5 mg), and Nal (1 mg). The flask is tightly sealed, and shaken at 70° C. for 6 days. The reaction mixture is evaporated, taken up in aqueous formic acid, and purified by preparative HPLC to provide the title compound. Reactants: C(C1=CC=CC=C1)O (Benzyl alcohol), C1(=CC=CC=C1)P(=O)(C1=CC=CC=C1)N=[N+]=[N-] (Diphenylphosphoryl azide), O1COC2=C1C=CC(=C2)C=2N=C(NC2C2=NC(=CC=C2)C)C21CCC(CC2)(CC1)C(=O)O (4-[4-Benzo[1,3]dioxol-5-yl-5-(6-methyl-pyridin-2-yl)-1H-imidazol-2-yl]-bicyclo[2.2.2]octane-1-carboxylic acid), C(C)(C)N(CC)C(C)C (diisopropylethylamine). The solvent is C1(=CC=CC=C1)C (toluene). Reaction conditions: time 2 hour. Product: C(C1=CC=CC=C1)OC(NC12CCC(CC1)(CC2)C=2NC(=C(N2)C2=CC1=C(OCO1)C=C2)C2=NC(=CC=C2)C)=O ({4-[4-Benzo[1,3]dioxol-5-yl-5-(6-methyl-pyridin-2-yl)-1H-imidazol-2-yl]-bicyclo[2.2.2]oct-1-yl}-carbamic acid benzyl ester). The yield is 1.2%. As a reaction SMILES: C1(P(N=[N+]=[N-])(C2C=CC=CC=2)=[O:8])C=CC=CC=1.[O:18]1[C:22]2[CH:23]=[CH:24][C:25]([C:27]3[N:28]=[C:29]([C:39]45[CH2:46][CH2:45][C:42](C(O)=O)([CH2:43][CH2:44]4)[CH2:41][CH2:40]5)[NH:30][C:31]=3[C:32]3[CH:37]=[CH:36][CH:35]=[C:34]([CH3:38])[N:33]=3)=[CH:26][C:21]=2[O:20][CH2:19]1.C([N:53]([CH:56](C)C)CC)(C)C.[CH2:59]([OH:66])[C:60]1[CH:65]=[CH:64][CH:63]=[CH:62][CH:61]=1>C1(C)C=CC=CC=1>[CH2:59]([O:66][C:56](=[O:8])[NH:53][C:42]12[CH2:43][CH2:44][C:39]([C:29]3[NH:30][C:31]([C:32]4[CH:37]=[CH:36][CH:35]=[C:34]([CH3:38])[N:33]=4)=[C:27]([C:25]4[CH:24]=[CH:23][C:22]5[O:18][CH2:19][O:20][C:21]=5[CH:26]=4)[N:28]=3)([CH2:46][CH2:45]1)[CH2:40][CH2:41]2)[C:60]1[CH:65]=[CH:64][CH:63]=[CH:62][CH:61]=1. Procedure: Diphenylphosphoryl azide (0.070 mL, 0.324 mmol) was added to a solution of 4-[4-benzo[1,3]dioxol-5-yl-5-(6-methyl-pyridin-2-yl)-1H-imidazol-2-yl]-bicyclo[2.2.2]octane-1-carboxylic acid (see Example 22; 0.140 g, 0.324 mmol) and diisopropylethylamine (0.068 mL, 0.39 mmol) in toluene (5 mL). The mixture was stirred for 2 hours. Benzyl alcohol (0.067 mL, 0.648 mmol) was added to the mixture. The mixture was stirred at room temperature for 18 hours. Solvent was removed. The mixture was partitioned be... The reactants are B(OCCCC)(OCCCC)OCCCC (tributyl borate), BrC=1C=C(C=CC1)C(C(=O)O)C (2-(3-bromo-phenyl)-propionic acid), BrC=1C=C(C=CC1)C(C(=O)O)C (2-(3-bromo-phenyl)-propionic acid), C(C)(C)(C)[Li] (tert-butyl lithium). The solvent is CCOCC (ether), CCOCC (ether). Conditions: time 30 minute. Yields the product C(=O)(O)C(C)C=1C=C(C=CC1)B(O)O (3-(1-carboxy-ethyl)-phenyl boronic acid). As a reaction SMILES: Br[C:2]1[CH:3]=[C:4]([CH:8]([CH3:12])[C:9]([OH:11])=[O:10])[CH:5]=[CH:6][CH:7]=1.C([Li])(C)(C)C.[B:18](OCCCC)([O:24]CCCC)[O:19]CCCC>CCOCC>[C:9]([CH:8]([C:4]1[CH:3]=[C:2]([B:18]([OH:24])[OH:19])[CH:7]=[CH:6][CH:5]=1)[CH3:12])([OH:11])=[O:10]. Procedure: A solution of 2-(3-bromo-phenyl)-propionic acid [500 mg, 2.18 mmol, Intermediate (69)] in anhydrous ether (20 mL) is added tert-butyl lithium (1.7 M in pentane, 5.4 mL, 9.16 mmol) dropwise at −78° C. and this mixture is stirred for 30 minutes treated with tributyl borate (2.34 mL, 8.72 mmol). The reaction mixture is allowed to warm up to room temperature, stirred for 15 hours, diluted with ether, and quenched with 1 M H3PO4. After stirring for 30 minutes the ether layer is separated and extracte... The reactants are CCCN=C=O, ClCCl, COc1ccc(CNC(=O)c2cc([N+](=O)[O-])ccc2NC2CCC(N)CC2)cc1OC. The product is CCCNC(=O)NC1CCC(Nc2ccc([N+](=O)[O-])cc2C(=O)NCc2ccc(OC)c(OC)c2)CC1. Reaction SMILES: [CH2:32]([CH2:33][CH3:34])[N:35]=[C:36]=[O:37].[Cl:38][CH2:39][Cl:40].[NH2:1][CH:2]1[CH2:3][CH2:4][CH:5]([NH:8][c:9]2[c:10]([C:11](=[O:12])[NH:13][CH2:14][c:15]3[cH:16][c:17]([O:23][CH3:24])[c:18]([O:21][CH3:22])[cH:19][cH:20]3)[cH:25][c:26]([N+:29](=[O:30])[O-:31])[cH:27][cH:28]2)[CH2:6][CH2:7]1>>[NH:1]([CH:2]1[CH2:3][CH2:4][CH:5]([NH:8][c:9]2[c:10]([C:11](=[O:12])[NH:13][CH2:14][c:15]3[cH:16][c:17]([O:23][CH3:24])[c:18]([O:21][CH3:22])[cH:19][cH:20]3)[cH:25][c:26]([N+:29](=[O:30])[O-:31])[cH:27][cH:28]2)[CH2:6][CH2:7]1)[C:36]([NH:35][CH2:32][CH2:33][CH3:34])=[O:37]. Starting materials: CC#CCOc1ccc(S(=O)(=O)NC(C(=O)NO)c2ccc(OCCNC(=O)OC(C)(C)C)cc2)cc1, ClCCl, Cl. Yields the product CC#CCOc1ccc(S(=O)(=O)NC(C(=O)NO)c2ccc(OCCN)cc2)cc1. As a reaction SMILES: [CH2:1]([C:2]#[C:3][CH3:4])[O:5][c:6]1[cH:7][cH:8][c:9]([S:12](=[O:13])(=[O:14])[NH:15][CH:16]([C:17](=[O:18])[NH:19][OH:20])[c:21]2[cH:22][cH:23][c:24]([O:25][CH2:26][CH2:27][NH:28][C:29](=[O:30])[O:31][C:32]([CH3:33])([CH3:34])[CH3:35])[cH:36][cH:37]2)[cH:10][cH:11]1.[Cl:39][CH2:40][Cl:41].[ClH:38]>>[CH2:1]([C:2]#[C:3][CH3:4])[O:5][c:6]1[cH:7][cH:8][c:9]([S:12](=[O:13])(=[O:14])[NH:15][CH:16]([C:17](=[O:18])[NH:19][OH:20])[c:21]2[cH:22][cH:23][c:24]([O:25][CH2:26][CH2:27][NH2:28])[cH:36][cH:37]2)[cH:10][cH:11]1. Reactants: CN(CC1=CC=CC=C1)CCN1C(OC=2C1=NC=CC2)=O (3-[2-(N-methyl-N-benzylamino)ethyl]-3H-oxazolo[4,5-b]pyridin-2-one), C (charcoal). The solvent is CO (methanol). Yields the product CNCCN1C(OC=2C1=NC=CC2)=O (3-[2-(METHYLAMINO)ETHYL]-3H-OXAZOLO[4,5-b]PYRIDIN-2-ONE). RXN SMILES: [CH3:1][N:2]([CH2:10][CH2:11][N:12]1[C:16]2=[N:17][CH:18]=[CH:19][CH:20]=[C:15]2[O:14][C:13]1=[O:21])CC1C=CC=CC=1.C>CO>[CH3:1][NH:2][CH2:10][CH2:11][N:12]1[C:16]2=[N:17][CH:18]=[CH:19][CH:20]=[C:15]2[O:14][C:13]1=[O:21]. Procedure: In a 1,000-cm3 ground-necked flask, 0.02 mol of 3-[2-(N-methyl-N-benzylamino)ethyl]-3H-oxazolo[4,5-b]pyridin-2-one is dissolved in 250 cm3 of methanol. 0.2 g of palladinized charcoal is introduced and the mixture is stirred under a hydrogen atmosphere at room temperature and atmospheric pressure. After absorption of the theoretical quantity of hydrogen, the reaction medium is filtered. The filtrate is concentrated on a water bath under vacuum and acidified with a stream of gaseous hydrochloric a... The reactants are BrC=1C(=CC2=C(C=C(CCCN2CC(C)C)C(=O)OC)C1)C (methyl 8-bromo-1-isobutyl-9-methyl-1,2,3,4-tetrahydro-1-benzoazocine-5-carboxylate), C(CCC)OCCOC1=CC=C(C=C1)OB(O)O (4-(2-butoxyethoxy)phenyl boric acid), C([O-])([O-])=O.[K+].[K+] (potassium carbonate). The reagents and catalysts are C=1C=CC(=CC1)[P](C=2C=CC=CC2)(C=3C=CC=CC3)[Pd]([P](C=4C=CC=CC4)(C=5C=CC=CC5)C=6C=CC=CC6)([P](C=7C=CC=CC7)(C=8C=CC=CC8)C=9C=CC=CC9)[P](C=1C=CC=CC1)(C=1C=CC=CC1)C=1C=CC=CC1 (tetrakis(triphenylphosphine)palladium). Run in O (water), C1(=CC=CC=C1)C (toluene), C(C)O (ethanol), O (water). Reaction conditions: time 1 hour. The product is C(CCC)OCCOC1=CC=C(C=C1)C=1C(=CC2=C(C=C(CCCN2CC(C)C)C(=O)OC)C1)C (methyl 8-(4-(2-butoxyethoxy)phenyl)-1-isobutyl-9-methyl-1,2,3,4-tetrahydro-1-benzoazocine-5-carboxylate). Yield: 67.0%. As a reaction SMILES: Br[C:2]1[C:3]([CH3:22])=[CH:4][C:5]2[N:12]([CH2:13][CH:14]([CH3:16])[CH3:15])[CH2:11][CH2:10][CH2:9][C:8]([C:17]([O:19][CH3:20])=[O:18])=[CH:7][C:6]=2[CH:21]=1.[CH2:23]([O:27][CH2:28][CH2:29][O:30][C:31]1[CH:36]=[CH:35][C:34](OB(O)O)=[CH:33][CH:32]=1)[CH2:24][CH2:25][CH3:26].C(=O)([O-])[O-].[K+].[K+]>C1(C)C=CC=CC=1.C(O)C.O.C1C=CC([P]([Pd]([P](C2C=CC=CC=2)(C2C=CC=CC=2)C2C=CC=CC=2)([P](C2C=CC=CC=2)(C2C=CC=CC=2)C2C=CC=CC=2)[P](C2C=CC=CC=2)(C2C=CC=CC=2)C2C=CC=CC=2)(C2C=CC=CC=2)C2C=CC=CC=2)=CC=1>[CH2:23]([O:27][CH2:28][CH2:29][O:30][C:31]1[CH:32]=[CH:33][C:34]([C:2]2[C:3]([CH3:22])=[CH:4][C:5]3[N:12]([CH2:13][CH:14]([CH3:16])[CH3:15])[CH2:11][CH2:10][CH2:9][C:8]([C:17]([O:19][CH3:20])=[O:18])=[CH:7][C:6]=3[CH:21]=2)=[CH:35][CH:36]=1)[CH2:24][CH2:25][CH3:26] |f:2.3.4,^1:61,63,82,101|. Procedure: A suspension of methyl 8-bromo-1-isobutyl-9-methyl-1,2,3,4-tetrahydro-1-benzoazocine-5-carboxylate (900 mg) and 4-(2-butoxyethoxy)phenyl boric acid (759 mg) and potassium carbonate (883 mg) in toluene (20 ml), ethanol (2 ml) and water (2 ml) was stirred under argon atmosphere for 1 hour. Then, tetrakis(triphenylphosphine)palladium (142 mg) was added and the mixture was refluxed for 6 hours. After returning to room temperature, water was added and the reaction mixture was extracted with ethyl ace... Reactants: Oc1cccnc1Br, O=C([O-])[O-], COc1ccc(CS)cc1, CCOC(C)=O, [F-], [K+], [K+], [K+], CN(C)C=O. The product is COc1ccc(CSc2ncccc2O)cc1. RXN SMILES: [Br:19][c:20]1[n:21][cH:22][cH:23][cH:24][c:25]1[OH:26].[C:13](=[O:14])([O-:15])[O-:16].[CH3:1][O:2][c:3]1[cH:4][cH:5][c:6]([CH2:9][SH:10])[cH:7][cH:8]1.[CH3:27][CH2:28][O:29][C:30](=[O:31])[CH3:32].[F-:11].[K+:12].[K+:17].[K+:18].[O:33]=[CH:34][N:35]([CH3:36])[CH3:37]>>[CH3:1][O:2][c:3]1[cH:4][cH:5][c:6]([CH2:9][S:10][c:20]2[n:21][cH:22][cH:23][cH:24][c:25]2[OH:26])[cH:7][cH:8]1. Starting materials: O=C(O)CN1C(=O)C(Cl)C1SCc1ccccc1, NCCCCCCc1ccc(F)cc1. Product: O=C(CN1C(=O)C(Cl)C1SCc1ccccc1)NCCCCCCc1ccc(F)cc1. RXN SMILES: [CH2:1]([c:2]1[cH:3][cH:4][cH:5][cH:6][cH:7]1)[S:8][CH:9]1[CH:10]([Cl:18])[C:11](=[O:17])[N:12]1[CH2:13][C:14](=[O:15])[OH:16].[F:19][c:20]1[cH:21][cH:22][c:23]([CH2:26][CH2:27][CH2:28][CH2:29][CH2:30][CH2:31][NH2:32])[cH:24][cH:25]1>>[CH2:1]([c:2]1[cH:3][cH:4][cH:5][cH:6][cH:7]1)[S:8][CH:9]1[CH:10]([Cl:18])[C:11](=[O:17])[N:12]1[CH2:13][C:14](=[O:16])[NH:32][CH2:31][CH2:30][CH2:29][CH2:28][CH2:27][CH2:26][c:23]1[cH:22][cH:21][c:20]([F:19])[cH:25][cH:24]1. Starting materials: Clc1cc(N2CCC3(CC2)OCCO3)nc(N2CCN(Cc3ccccc3)CC2)n1, [H-], Nc1ccc(Cl)c(Cl)c1, [Na+], C1CCOC1. Yields the product Clc1ccc(Nc2cc(N3CCC4(CC3)OCCO4)nc(N3CCN(Cc4ccccc4)CC3)n2)cc1Cl. RXN SMILES: [CH2:12]([c:13]1[cH:14][cH:15][cH:16][cH:17][cH:18]1)[N:19]1[CH2:20][CH2:21][N:22]([c:25]2[n:26][c:27]([Cl:41])[cH:28][c:29]([N:31]3[CH2:32][CH2:33][C:34]4([O:35][CH2:36][CH2:37][O:38]4)[CH2:39][CH2:40]3)[n:30]2)[CH2:23][CH2:24]1.[H-:11].[NH2:1][c:2]1[cH:3][cH:4][c:5]([Cl:6])[c:7]([Cl:8])[cH:9]1.[Na+:10].[O:42]1[CH2:43][CH2:44][CH2:45][CH2:46]1>>[NH:1]([c:2]1[cH:3][cH:4][c:5]([Cl:6])[c:7]([Cl:8])[cH:9]1)[c:27]1[n:26][c:25]([N:22]2[CH2:21][CH2:20][N:19]([CH2:12][c:13]3[cH:14][cH:15][cH:16][cH:17][cH:18]3)[CH2:24][CH2:23]2)[n:30][c:29]([N:31]2[CH2:32][CH2:33][C:34]3([O:35][CH2:36][CH2:37][O:38]3)[CH2:39][CH2:40]2)[cH:28]1.